From a dataset of the Open Reaction Database (ORD), a public repository of structured organic reaction records. describe an organic reaction: reactants, conditions, products, and yield As a reaction SMILES: [CH2:15]([Cl:16])[Cl:17].[Cl:1][c:2]1[cH:3][c:4](-[n:8]2[n:9][cH:10][cH:11][cH:12]2)[n:5][cH:6][n:7]1.[NH4+:13].[OH-:14]>>[c:2]1([NH2:13])[cH:3][c:4](-[n:8]2[n:9][cH:10][cH:11][cH:12]2)[n:5][cH:6][n:7]1. Yields the product Nc1cc(-n2cccn2)ncn1. Starting materials: ClCCl, Clc1cc(-n2cccn2)ncn1, [NH4+], [OH-].